Dataset: the Open Reaction Database (ORD), a public repository of structured organic reaction records. Task: describe an organic reaction: reactants, conditions, products, and yield Reactants: BrC=1C(=NC(=NC1)NCCN1C(NCC1)=O)C=1SC=CC1 (1-(2-(5-Bromo-4-(thiophen-2-yl)pyrimidin-2-ylamino)ethyl)imidazolidin-2-one), ClC1=CC=C(C=C1)B(O)O (4-chlorophenylboronic acid), C([O-])([O-])=O.[Na+].[Na+] (sodium carbonate), O1CCOCC1 (dioxane). The reagents and catalysts are C=1C=CC(=CC1)[P](C=2C=CC=CC2)(C=3C=CC=CC3)[Pd]([P](C=4C=CC=CC4)(C=5C=CC=CC5)C=6C=CC=CC6)([P](C=7C=CC=CC7)(C=8C=CC=CC8)C=9C=CC=CC9)[P](C=1C=CC=CC1)(C=1C=CC=CC1)C=1C=CC=CC1 (tetrakis(triphenylphosphine)palladium). The solvent is C(C)(=O)OCC (ethyl acetate), O (water). Conditions: temperature 80 celsius. Yields the product ClC1=CC=C(C=C1)C=1C(=NC(=NC1)NCCN1C(NCC1)=O)C=1SC=CC1 (1-(2-(5-(4-Chlorophenyl)-4-(thiophen-2-yl)pyrimidin-2-ylamino)ethyl)imidazolidin-2-one). Reaction SMILES: Br[C:2]1[C:3]([C:17]2[S:18][CH:19]=[CH:20][CH:21]=2)=[N:4][C:5]([NH:8][CH2:9][CH2:10][N:11]2[CH2:15][CH2:14][NH:13][C:12]2=[O:16])=[N:6][CH:7]=1.[Cl:22][C:23]1[CH:28]=[CH:27][C:26](B(O)O)=[CH:25][CH:24]=1.C(=O)([O-])[O-].[Na+].[Na+].O1CCOCC1>C(OCC)(=O)C.O.C1C=CC([P]([Pd]([P](C2C=CC=CC=2)(C2C=CC=CC=2)C2C=CC=CC=2)([P](C2C=CC=CC=2)(C2C=CC=CC=2)C2C=CC=CC=2)[P](C2C=CC=CC=2)(C2C=CC=CC=2)C2C=CC=CC=2)(C2C=CC=CC=2)C2C=CC=CC=2)=CC=1>[Cl:22][C:23]1[CH:28]=[CH:27][C:26]([C:2]2[C:3]([C:17]3[S:18][CH:19]=[CH:20][CH:21]=3)=[N:4][C:5]([NH:8][CH2:9][CH2:10][N:11]3[CH2:15][CH2:14][NH:13][C:12]3=[O:16])=[N:6][CH:7]=2)=[CH:25][CH:24]=1 |f:2.3.4,^1:54,56,75,94|. Reported procedure: 1-(2-(5-Bromo-4-(thiophen-2-yl)pyrimidin-2-ylamino)ethyl)imidazolidin-2-one (0.1 g, 0.27 mmol), 4-chlorophenylboronic acid (0.085 g, 0.54 mmol), sodium carbonate (0.27 mL of 2.0 M solution, 0.52 mmol) were added to a flask containing dioxane (1 mL). The flask was flushed with nitrogen and tetrakis(triphenylphosphine)palladium (0.062 g, 0.054 mmol) was added. The reaction was heated to 80° C. overnight. The reaction was cooled down to ambient temperature and diluted with ethyl acetate and water. ... As a reaction SMILES: [C:18](#[N:19])[c:20]1[cH:21][cH:22][c:23]([O:24][CH2:25][CH:26]([CH3:27])[NH:28][C:29]([CH:30]([NH2:31])[CH2:32][CH:33]([CH3:34])[CH3:35])=[O:36])[cH:37][cH:38]1.[CH2:40]([Cl:41])[Cl:42].[CH3:1][N:2]1[CH2:3][CH2:4][O:5][CH2:6][CH2:7]1.[Cl:8][C:9](=[O:10])[O:11][c:12]1[cH:13][cH:14][cH:15][cH:16][cH:17]1.[OH2:39]>>[C:9](=[O:10])([O:11][c:12]1[cH:13][cH:14][cH:15][cH:16][cH:17]1)[NH:31][CH:30]([C:29]([NH:28][CH:26]([CH2:25][O:24][c:23]1[cH:22][cH:21][c:20]([C:18]#[N:19])[cH:38][cH:37]1)[CH3:27])=[O:36])[CH2:32][CH:33]([CH3:34])[CH3:35]. The reactants are CC(C)CC(N)C(=O)NC(C)COc1ccc(C#N)cc1, ClCCl, CN1CCOCC1, O=C(Cl)Oc1ccccc1, O. The product is CC(C)CC(NC(=O)Oc1ccccc1)C(=O)NC(C)COc1ccc(C#N)cc1. Reactants: C(=O)(OCC1=CC=CC=C1)N1C(CCC1)C=O (N-carbobenzyloxypyrrolidine-2-carboxaldehyde), C(=O)(OCC1=CC=CC=C1)N1C(CCCC1)C=O (N-carbobenzyloxypiperidine-2-carboxaldehyde), C(=O)(OCC)C=P(C1=CC=CC=C1)(C1=CC=CC=C1)C1=CC=CC=C1 ((carbethoxymethylene) triphenylphosphorane). The solvent is O1CCCC1 (tetrahydrofuran). Conditions: time 2 hour. Yields the product C(C1=CC=CC=C1)OC(=O)N1C(=CCC1)C=CC(=O)OCC (ethyl 3-(N-benzyloxycarbonylpyrrolin-2-yl)-2-propenoate), C(C1=CC=CC=C1)OC(=O)N1C(CCCC1)C=CC(=O)OCC (ethyl 3-(N-benzyloxycarbonylpiperid-2-yl)-2-propenoate). RXN SMILES: [C:1]([N:11]1[CH2:15][CH2:14][CH2:13][CH:12]1[CH:16]=O)([O:3][CH2:4][C:5]1[CH:10]=[CH:9][CH:8]=[CH:7][CH:6]=1)=[O:2].[C:18]([N:28]1[CH2:33][CH2:32][CH2:31][CH2:30][CH:29]1[CH:34]=O)([O:20][CH2:21][C:22]1[CH:27]=[CH:26][CH:25]=[CH:24][CH:23]=1)=[O:19].[C:36]([CH:41]=P(C1C=CC=CC=1)(C1C=CC=CC=1)C1C=CC=CC=1)([O:38][CH2:39][CH3:40])=[O:37]>O1CCCC1>[CH2:4]([O:3][C:1]([N:11]1[CH2:15][CH2:14][CH:13]=[C:12]1[CH:16]=[CH:41][C:36]([O:38][CH2:39][CH3:40])=[O:37])=[O:2])[C:5]1[CH:6]=[CH:7][CH:8]=[CH:9][CH:10]=1.[CH2:21]([O:20][C:18]([N:28]1[CH2:33][CH2:32][CH2:31][CH2:30][CH:29]1[CH:34]=[CH:41][C:36]([O:38][CH2:39][CH3:40])=[O:37])=[O:19])[C:22]1[CH:23]=[CH:24][CH:25]=[CH:26][CH:27]=1. Procedure: To a stirred solution of N-carbobenzyloxypyrrolidine-2-carboxaldehyde or N-carbobenzyloxypiperidine-2-carboxaldehyde (5.00 mmol) [S. Kiyooka, et al., J. Org, Chem., 5409 (1989) and Y. Hamada, et al., Chem. Pharm. Bull., 1921 (1982)] in anhydrous tetrahydrofuran at -78° C. was added (carbethoxymethylene) triphenylphosphorane (2.09 g, 6.00 mmol. 1.2 eq) as a solid portionwise. The resulting reaction mixture was stirred at room temperature under nitrogen for 2 hours, and then heated at reflux under... Reactants: C(N)(=O)C=1C(=NC(=NC1Cl)SC)NC1=C(C=C(C=C1)N1CCN(CC1)C(=O)OC(C)(C)C)F (tert-butyl 4-(4-(5-carbamoyl-6-chloro-2-(methylthio)pyrimidin-4-ylamino)-3-fluorophenyl)piperazine-1-carboxylate), O.NN (hydrazine hydrate). Run in O1CCOCC1 (1,4-dioxane). Reaction conditions: time 4 hour. The product is C(N)(=O)C=1C(=NC(=NC1NN)SC)NC1=C(C=C(C=C1)N1CCN(CC1)C(=O)OC(C)(C)C)F (tert-butyl 4-(4-(5-carbamoyl-6-hydrazinyl-2-(methylthio)pyrimidin-4-ylamino)-3-fluorophenyl)piperazine-1-carboxylate). As a reaction SMILES: [C:1]([C:4]1[C:5]([NH:13][C:14]2[CH:19]=[CH:18][C:17]([N:20]3[CH2:25][CH2:24][N:23]([C:26]([O:28][C:29]([CH3:32])([CH3:31])[CH3:30])=[O:27])[CH2:22][CH2:21]3)=[CH:16][C:15]=2[F:33])=[N:6][C:7]([S:11][CH3:12])=[N:8][C:9]=1Cl)(=[O:3])[NH2:2].O.[NH2:35][NH2:36]>O1CCOCC1>[C:1]([C:4]1[C:5]([NH:13][C:14]2[CH:19]=[CH:18][C:17]([N:20]3[CH2:25][CH2:24][N:23]([C:26]([O:28][C:29]([CH3:32])([CH3:31])[CH3:30])=[O:27])[CH2:22][CH2:21]3)=[CH:16][C:15]=2[F:33])=[N:6][C:7]([S:11][CH3:12])=[N:8][C:9]=1[NH:35][NH2:36])(=[O:3])[NH2:2] |f:1.2|. Reported procedure: To a solution of the product of Example 28C (497 mg, 1 mmol) in 1,4-dioxane (10 mL) was added hydrazine hydrate (0.3 mL). After stirring at ambient temperature for about 4 hours, the mixture was concentrated. The residue was washed with hexane and dried under vacuum to give the title compound, which was used in the next step without further purification. MS: 493 (M+H+).